This data is from the Open Reaction Database (ORD), a public repository of structured organic reaction records. The task is: describe an organic reaction: reactants, conditions, products, and yield Reaction SMILES: [Cl:23][CH2:24][Cl:25].[N+:1](=[O:2])([O-:3])[c:4]1[cH:5][n:6][c:7]2[cH:8][cH:9][cH:10][cH:11][c:12]2[c:13]1[NH:14][CH2:15][CH2:16][CH2:17][OH:18].[Na+:26].[Na+:27].[O-:28][C:29](=[O:30])[O-:31].[OH2:32].[S:19]([Cl:20])([Cl:21])=[O:22]>>[N+:1](=[O:2])([O-:3])[c:4]1[cH:5][n:6][c:7]2[cH:8][cH:9][cH:10][cH:11][c:12]2[c:13]1[NH:14][CH2:15][CH2:16][CH2:17][Cl:21]. Starting materials: ClCCl, O=[N+]([O-])c1cnc2ccccc2c1NCCCO, [Na+], [Na+], O=C([O-])[O-], O, O=S(Cl)Cl. The product is O=[N+]([O-])c1cnc2ccccc2c1NCCCCl. The reactants are CCOCC (ether), BrBr (bromine), CS(=O)(=O)N1C(SCCC1)=C[N+](=O)[O-] (N-(methylsulfonyl)-2-(nitromethylene)-tetrahydro-2H-1,3-thiazine). The product is CS(=O)(=O)N1C(SCCC1)=C([N+](=O)[O-])Br (N-(Methylsulfonyl)-2-(bromonitromethylene)-tetrahydro-2H-1,3-thiazine). Reported procedure: A solution of 1.6 g of bromine in 10 ml of methylene chloride was added drop-by-drop over a period of 10 minutes to a solution of 2.38 g of (1A) in 50 ml of methylene chloride at 0° C. and under a nitrogen blanket. The resulting mixture was stirred for a further 10 minutes, charcoaled, and stripped of solvent. The residue was dissolved in a minimum amount of methylene chloride, then ether was added to the solution, resulting in a gum. The gum was dissolved in methylene chloride, the solution was... Run at time 10 minute. RXN SMILES: [Br:1]Br.[CH3:3][S:4]([N:7]1[CH2:12][CH2:11][CH2:10][S:9][C:8]1=[CH:13][N+:14]([O-:16])=[O:15])(=[O:6])=[O:5].CCOCC>C(Cl)Cl>[CH3:3][S:4]([N:7]1[CH2:12][CH2:11][CH2:10][S:9][C:8]1=[C:13]([Br:1])[N+:14]([O-:16])=[O:15])(=[O:5])=[O:6]. The solvent is C(Cl)Cl (methylene chloride), C(Cl)Cl (methylene chloride), C(Cl)Cl (methylene chloride), C(Cl)Cl (methylene chloride). Starting materials: OC1=C(C=C(C=C1)OC)C(CS(=O)C)=O (2'-hydroxy-5'-methoxy-2-(methylsulfinyl)acetophenone), C(#N)C1=CC=C(C=CC=O)C=C1 (p-cyanocinnamaldehyde), COC1=CC=CC=2C(C=C(OC21)C=CC2=CC=C(C#N)C=C2)=O (4-[2-(8-methoxy-4-oxo-4H-1-benzopyran-2-yl) ethenyl]benzonitrile). The product is COC=1C=CC2=C(CC=C(O2)C=CC2=CC=C(C#N)C=C2)C1 (4-[2-(6-Methoxy-4H-1-benzopyran-2-yl)ethenyl]benzonitrile). As a reaction SMILES: [OH:1][C:2]1[CH:7]=[CH:6][C:5]([O:8][CH3:9])=[CH:4][C:3]=1[C:10](=O)[CH2:11]S(C)=O.[C:16]([C:18]1[CH:27]=[CH:26][C:21]([CH:22]=[CH:23][CH:24]=O)=[CH:20][CH:19]=1)#[N:17].COC1C2OC(C=CC3C=CC(C#N)=CC=3)=CC(=O)C=2C=CC=1>>[CH3:9][O:8][C:5]1[CH:6]=[CH:7][C:2]2[O:1][C:24]([CH:23]=[CH:22][C:21]3[CH:20]=[CH:19][C:18]([C:16]#[N:17])=[CH:27][CH:26]=3)=[CH:11][CH2:10][C:3]=2[CH:4]=1. Reported procedure: This was prepared by reacting 11.4g of 2'-hydroxy-5'-methoxy-2-(methylsulfinyl)acetophenone with 7.85 g of p-cyanocinnamaldehyde in analogous fashion to 4-[2-(8-methoxy-4-oxo-4H-1-benzopyran-2-yl) ethenyl]benzonitrile. The material was recrystallized from toluene. mp 224°-26°; yield 6.5g (43%); λ max mμ (ε) 224 (20,600), 294 (21,900), 332 (43,500); ν max 820 (m), 980 (ms), 1080 (m), 1290 (m), 1580 (m), 1620 (s), 1645 (s), 2240 (m) cm-1. Starting materials: NC1=C(C=C2NC(C(NC2=C1)C(=O)OCC)=O)F (ethyl 7-amino-6-fluoro-3-oxo-1,2,3,4-tetrahydroquinoxaline-2-carboxylate), COC1OC(CC1C=O)OC (2,5-dimethoxytetrahydrofuran-3-aldehyde). Solvent: C(C)O (ethanol). Yields the product FC=1C=C2NC(C(NC2=CC1N1C=C(C=C1)C=O)C(=O)OCC)=O (Ethyl 6-Fluoro-7-(3-formylpyrrole-1-yl)-3-oxo-1,2,3,4-tetrahydroquinoxaline-2-carboxylate). Isolated yield 12.5%. As a reaction SMILES: [NH2:1][C:2]1[CH:11]=[C:10]2[C:5]([NH:6][C:7](=[O:17])[CH:8]([C:12]([O:14][CH2:15][CH3:16])=[O:13])[NH:9]2)=[CH:4][C:3]=1[F:18].C[O:20][CH:21]1[CH:25]([CH:26]=O)[CH2:24][CH:23](OC)O1>C(O)C>[F:18][C:3]1[CH:4]=[C:5]2[C:10](=[CH:11][C:2]=1[N:1]1[CH:23]=[CH:24][C:25]([CH:21]=[O:20])=[CH:26]1)[NH:9][CH:8]([C:12]([O:14][CH2:15][CH3:16])=[O:13])[C:7](=[O:17])[NH:6]2. Reported procedure: To a solution of ethyl 7-amino-6-fluoro-3-oxo-1,2,3,4-tetrahydroquinoxaline-2-carboxylate (2.03 g, 8.02 mmol) in ethanol (80 ml) was added dropwise 2,5-dimethoxytetrahydrofuran-3-aldehyde (1.36 ml, 9.62 mmol), and the mixture was refluxed for 3 hours. After cooling, the residue obtained by distilling off solvent was submitted to silica gel column chromatography [ethyl acetate-hexane=2:1] to obtain 333 mg of title compound as yellow powder. Yield 13%. As a reaction SMILES: [CH2:1]([c:2]1[cH:3][cH:4][cH:5][cH:6][cH:7]1)[N:8]1[CH2:9][CH:10]([OH:21])[CH:11]([c:14]2[cH:15][cH:16][c:17]([CH3:20])[cH:18][cH:19]2)[CH2:12][CH2:13]1.[CH3:22][OH:23].[Pd:24]>>[NH:8]1[CH2:9][CH:10]([OH:21])[CH:11]([c:14]2[cH:15][cH:16][c:17]([CH3:20])[cH:18][cH:19]2)[CH2:12][CH2:13]1. Yields the product Cc1ccc(C2CCNCC2O)cc1. The reactants are Cc1ccc(C2CCN(Cc3ccccc3)CC2O)cc1, CO, [Pd]. The reactants are ClC=1N=NC(=CC1)C1=CC(=C(C=C1)OC)F (3-chloro-6-(3-fluoro-4-methoxyphenyl)-pyridazine), C(NN)(=O)OCC (ethyl carbazate). Solvent: C(CCC)O (butanol). Yields the product FC=1C=C(C=CC1OC)C=1C=CC=2N(N1)C(NN2)=O (6-(3-Fluoro-4-methoxyphenyl)-1,2,4-triazolo[4,3-b]pyridazin-3(2H)-one). Reaction SMILES: Cl[C:2]1[N:3]=[N:4][C:5]([C:8]2[CH:13]=[CH:12][C:11]([O:14][CH3:15])=[C:10]([F:16])[CH:9]=2)=[CH:6][CH:7]=1.[C:17](OCC)(=[O:20])[NH:18][NH2:19]>C(O)CCC>[F:16][C:10]1[CH:9]=[C:8]([C:5]2[CH:6]=[CH:7][C:2]3[N:3]([C:17](=[O:20])[NH:18][N:19]=3)[N:4]=2)[CH:13]=[CH:12][C:11]=1[O:14][CH3:15]. Procedure: A mixture comprising 4.0 g. of 3-chloro-6-(3-fluoro-4-methoxyphenyl)-pyridazine (U.S. Pat. No. 4,092,311), 3.54 g. of ethyl carbazate and 100 ml. of butanol is stirred at reflux for 3 days and then cooled in an ice bath. The resulting solid is collected by filtration and dried, giving 2.4 g. of the desired product as a tan solid, m.p. 289°-290° C.